Dataset: the Open Reaction Database (ORD), a public repository of structured organic reaction records. Task: describe an organic reaction: reactants, conditions, products, and yield Starting materials: C1(=CC=CC=C1)OCC=C (allyl phenyl ether), C[SiH](Cl)C (dimethylchlorosilane). Reagents/catalysts: [Pt] (platinum), [H+].[H+].Cl[Pt-2](Cl)(Cl)(Cl)(Cl)Cl (hexachloroplatinic acid). Run at temperature 80 celsius, time 6 hour. The product is O(C1=CC=CC=C1)CCC[Si](Cl)(C)C (3-phenoxypropyldimethylchlorosilane). The yield is 74.2%. Reaction SMILES: [C:1]1([O:7][CH2:8][CH:9]=[CH2:10])[CH:6]=[CH:5][CH:4]=[CH:3][CH:2]=1.[CH3:11][SiH:12]([CH3:14])[Cl:13]>[Pt].[H+].[H+].Cl[Pt-2](Cl)(Cl)(Cl)(Cl)Cl>[O:7]([CH2:8][CH2:9][CH2:10][Si:12]([CH3:14])([CH3:11])[Cl:13])[C:1]1[CH:6]=[CH:5][CH:4]=[CH:3][CH:2]=1 |f:3.4.5|. Procedure details: 4 mg of platinum in the form of hexachloroplatinic acid are added to 88.5 g (0.66 mol) of allyl phenyl ether under a nitrogen atmosphere and the mixture is heated to 80° C. 125 g of dimethylchlorosilane are metered into the mixture over the course of two hours, the bottom temperature falling to below 50° C. The mixture is stirred for a further six hours under gentle reflux. After fractional distillation, a total of 112 g of 3-phenoxypropyldimethylchlorosilane are obtained. The product has an aci... The product is CNC(=O)c1c(Nc2cc(Nc3cc(C)nn3C)ncc2C(F)(F)F)cccc1OC. As a reaction SMILES: [C:75](=[O:76])([O-:77])[O-:78].[CH3:25][n:26]1[n:27][c:28]([CH3:32])[cH:29][c:30]1[NH2:31].[CH3:33][C:34]1([CH3:35])[c:36]2[cH:37][cH:38][cH:39][c:40]([P:41]([c:42]3[cH:43][cH:44][cH:45][cH:46][cH:47]3)[c:48]3[cH:49][cH:50][cH:51][cH:52][cH:53]3)[c:54]2[O:55][c:56]2[c:57]1[cH:58][cH:59][cH:60][c:61]2[P:62]([c:63]1[cH:64][cH:65][cH:66][cH:67][cH:68]1)[c:69]1[cH:70][cH:71][cH:72][cH:73][cH:74]1.[Cl:1][c:2]1[n:3][cH:4][c:5]([C:21]([F:22])([F:23])[F:24])[c:6]([NH:8][c:9]2[c:10]([C:11](=[O:12])[NH:13][CH3:14])[c:15]([O:19][CH3:20])[cH:16][cH:17][cH:18]2)[cH:7]1.[Cs+:79].[Cs+:80].[O-:88][C:89]([CH3:90])=[O:91].[O-:92][C:93]([CH3:94])=[O:95].[O:81]1[CH2:82][CH2:83][O:84][CH2:85][CH2:86]1.[Pd+2:87]>>[c:2]1([NH:31][c:30]2[n:26]([CH3:25])[n:27][c:28]([CH3:32])[cH:29]2)[n:3][cH:4][c:5]([C:21]([F:22])([F:23])[F:24])[c:6]([NH:8][c:9]2[c:10]([C:11](=[O:12])[NH:13][CH3:14])[c:15]([O:19][CH3:20])[cH:16][cH:17][cH:18]2)[cH:7]1. Reactants: O=C([O-])[O-], Cc1cc(N)n(C)n1, CC1(C)c2cccc(P(c3ccccc3)c3ccccc3)c2Oc2c(P(c3ccccc3)c3ccccc3)cccc21, CNC(=O)c1c(Nc2cc(Cl)ncc2C(F)(F)F)cccc1OC, [Cs+], [Cs+], CC(=O)[O-], CC(=O)[O-], C1COCCO1, [Pd+2]. Reactants: O (water), CSC(C(=O)O)C1=CSC=C1 (α-Methylthio(3-thienyl)acetic acid), CO (methanol), aqueous solution, OO (hydrogen peroxide). The reagents and catalysts are [O-][W](=O)(=O)[O-].[Na+].[Na+] (sodium tungstate). Conditions: time 3 day. The product is CS(=O)(=O)C(C(=O)O)C1=CSC=C1 (α-methylsulfonyl(3-thienyl)acetic acid). RXN SMILES: [CH3:1][S:2][CH:3]([C:7]1[CH:11]=[CH:10][S:9][CH:8]=1)[C:4]([OH:6])=[O:5].OO.[OH2:14].C[OH:16]>[O-][W]([O-])(=O)=O.[Na+].[Na+]>[CH3:1][S:2]([CH:3]([C:7]1[CH:11]=[CH:10][S:9][CH:8]=1)[C:4]([OH:6])=[O:5])(=[O:16])=[O:14] |f:4.5.6|. Procedure: α-Methylthio(3-thienyl)acetic acid (1.487 g) was dissolved in 20 ml of methanol, and 10 mg of sodium tungstate and 2.5 ml of a 30% aqueous solution of hydrogen peroxide were added. The mixture was stirred for 3 days. To the reaction mixture was added 50 ml of water, and the mixture was extracted four times with 80 ml of methylene chloride. The organic layer was dried over anhydrous sodium sulfate, and concentrated under reduced pressure. Crystallization of the residue from methylene chloride/car... Reactants: FC(C1=NSC=C1)F (3-(difluoromethyl)isothiazole), C(CCC)[Li] (n-butyllithium), C(CCC)[Sn](Cl)(CCCC)CCCC (tributylchlorostannane), C(=O)(O)[O-].[Na+] (NaHCO3). Run in C1CCOC1 (THF), C1CCOC1 (THF). Run at temperature -78 celsius, time 60 minute. The product is FC(C1=NSC(=C1)[Sn](CCCC)(CCCC)CCCC)F (3-(Difluoromethyl)-5-(tributylstannyl)isothiazole). Reaction SMILES: [F:1][CH:2]([F:8])[C:3]1[CH:7]=[CH:6][S:5][N:4]=1.C([Li])CCC.[CH2:14]([Sn:18]([CH2:24][CH2:25][CH2:26][CH3:27])([CH2:20][CH2:21][CH2:22][CH3:23])Cl)[CH2:15][CH2:16][CH3:17].C([O-])(O)=O.[Na+]>C1COCC1>[F:1][CH:2]([F:8])[C:3]1[CH:7]=[C:6]([Sn:18]([CH2:20][CH2:21][CH2:22][CH3:23])([CH2:24][CH2:25][CH2:26][CH3:27])[CH2:14][CH2:15][CH2:16][CH3:17])[S:5][N:4]=1 |f:3.4|. Reported procedure: To a cold (−78° C.) solution of 3-(difluoromethyl)isothiazole (93 mg, 0.688 mmol) in anhydrous THF (2.0 mL) was added n-butyllithium (0.473 mL, 0.757 mmol) dropwise. The reaction mixture was stirred for 60 minutes at −78° C. A solution of tributylchlorostannane (0.223 mL, 0.826 mmol) in anhydrous THF (0.5 mL) was added and the reaction mixture was stirred for 30 minutes at −78° C. The solution was subsequently allowed to warm to room temperature over a period of about one hour. Saturated aq NaHC... Reactants: NC1=C(C(=O)O)C=CC=C1OC (2-amino-3-methoxybenzoic acid), CN(C=O)C (N,N-dimethylformamide), ClN1C(CCC1=O)=O (N-chlorosuccinimide). The solvent is O (Water). Run at time 10 hour. Yields the product NC1=C(C(=O)O)C=C(C=C1OC)Cl (2-amino-5-chloro-3-methoxybenzoic acid). The yield is 61.1%. RXN SMILES: [NH2:1][C:2]1[C:10]([O:11][CH3:12])=[CH:9][CH:8]=[CH:7][C:3]=1[C:4]([OH:6])=[O:5].CN(C)C=O.[Cl:18]N1C(=O)CCC1=O>O>[NH2:1][C:2]1[C:10]([O:11][CH3:12])=[CH:9][C:8]([Cl:18])=[CH:7][C:3]=1[C:4]([OH:6])=[O:5]. Procedure: To a mixture of 1.67 g of 2-amino-3-methoxybenzoic acid and 100 ml of N,N-dimethylformamide was added 1.3 g of N-chlorosuccinimide at room temperature, and the resulting mixture was stirred at room temperature for 10 hours. Water was poured into the reaction mixture, and a deposited precipitate was collected by filtration to obtain 1.2 g of 2-amino-5-chloro-3-methoxybenzoic acid. Reactants: Nc1ccc2c(c1)COC(NC1CCCCCC1)=N2, O=Cc1ncc[nH]1. Product: c1c[nH]c(CNc2ccc3c(c2)COC(NC2CCCCCC2)=N3)n1. RXN SMILES: [CH:1]1([NH:8][C:9]2=[N:14][c:13]3[c:12]([cH:18][c:17]([NH2:19])[cH:16][cH:15]3)[CH2:11][O:10]2)[CH2:2][CH2:3][CH2:4][CH2:5][CH2:6][CH2:7]1.[CH:20](=[O:21])[c:22]1[nH:23][cH:24][cH:25][n:26]1>>[CH:1]1([NH:8][C:9]2=[N:14][c:13]3[c:12]([cH:18][c:17]([NH:19][CH2:20][c:22]4[nH:23][cH:24][cH:25][n:26]4)[cH:16][cH:15]3)[CH2:11][O:10]2)[CH2:2][CH2:3][CH2:4][CH2:5][CH2:6][CH2:7]1.